Dataset: the Open Reaction Database (ORD), a public repository of structured organic reaction records. Task: describe an organic reaction: reactants, conditions, products, and yield Procedure: Into a 200 cc glass reactor equipped with a stirrer, 26.3 g of ethyl 2-chloro-4,5-difluorobenzoylacetate, 23.7 g of ethyl ortho-formate and 40 ml of acetic anhydride were charged, and reacted at a reaction temperature of from 120° to 135° C. After completion of the reaction, the reaction mixture was concentrated by distillation under reduced pressure to obtain 31.5 g of the desired compound as the residue. The reactants are ClC1=C(C(=O)CC(=O)OCC)C=C(C(=C1)F)F (ethyl 2-chloro-4,5-difluorobenzoylacetate), C(OCC)([O-])[O-] (ethyl ortho-formate). The product is ClC1=C(C(=O)C(C(=O)OCC)=COCC)C=C(C(=C1)F)F (ethyl 2-(2-chloro-4,5-difluorobenzoyl)-3ethoxyacrylate). Solvent: C(C)(=O)OC(C)=O (acetic anhydride). RXN SMILES: [Cl:1][C:2]1[CH:15]=[C:14]([F:16])[C:13]([F:17])=[CH:12][C:3]=1[C:4]([CH2:6][C:7]([O:9][CH2:10][CH3:11])=[O:8])=[O:5].[CH:18]([O-])([O-])[O:19][CH2:20][CH3:21]>C(OC(=O)C)(=O)C>[Cl:1][C:2]1[CH:15]=[C:14]([F:16])[C:13]([F:17])=[CH:12][C:3]=1[C:4]([C:6](=[CH:18][O:19][CH2:20][CH3:21])[C:7]([O:9][CH2:10][CH3:11])=[O:8])=[O:5]. The yield is 98.7%. Starting materials: NN1C(C2=CC=CC=C2C(=N1)C1=CC=C(C=C1)C(C)C)=O (2-amino-4-(4-isopropylphenyl)phthalazin-1(2H)-one), C12(CC3CC(CC(C1)C3)C2)CC(=O)O (2-(adamantan-1-yl)acetic acid). Yields the product C12(CC3CC(CC(C1)C3)C2)CC(=O)NN2C(C3=CC=CC=C3C(=N2)C2=CC=C(C=C2)C(C)C)=O (2-(adamantan-1-yl)-N-[4-(4-isopropylphenyl)-1-oxophthalazin-2(1H)-yl]acetamide). As a reaction SMILES: [NH2:1][N:2]1[N:11]=[C:10]([C:12]2[CH:17]=[CH:16][C:15]([CH:18]([CH3:20])[CH3:19])=[CH:14][CH:13]=2)[C:9]2[C:4](=[CH:5][CH:6]=[CH:7][CH:8]=2)[C:3]1=[O:21].[C:22]12([CH2:32][C:33](O)=[O:34])[CH2:31][CH:26]3[CH2:27][CH:28]([CH2:30][CH:24]([CH2:25]3)[CH2:23]1)[CH2:29]2>>[C:22]12([CH2:32][C:33]([NH:1][N:2]3[N:11]=[C:10]([C:12]4[CH:13]=[CH:14][C:15]([CH:18]([CH3:19])[CH3:20])=[CH:16][CH:17]=4)[C:9]4[C:4](=[CH:5][CH:6]=[CH:7][CH:8]=4)[C:3]3=[O:21])=[O:34])[CH2:29][CH:28]3[CH2:27][CH:26]([CH2:25][CH:24]([CH2:30]3)[CH2:23]1)[CH2:31]2. Reported procedure: The product of Example 168A and 2-(adamantan-1-yl)acetic acid were treated using a method similar to that described in Example 17C to give the title compound. 1H NMR (400 MHz, DMSO-d6) δ ppm 11.24 (s, 1H), 8.39-8.42 (m, 1H), 7.89-8.02 (m, 2H), 7.75-7.78 (m, 1H), 7.50-7.53 (m, 2H), 7.43-7.46 (m, 2H), 2.96-3.06 (m, 1H), 2.05 (s, 2H), 1.94-1.97 (m, 3H), 1.65-1.72 (m, 9H), 1.58-1.64 (m, 3H), 1.28 (d, J=6.9 Hz, 6H); MS (APCI+) M/Z 457 (M+H)+. The reactants are COC(=O)c1ccc2c(C3CCCCC3)c(Br)[nH]c2c1, CC(C)(C)OC(=O)n1cccc1B(O)O, COCCOC, [Cl-], [Li+], [Na+], [Na+], O=C([O-])[O-], O, c1ccc(P(c2ccccc2)(c2ccccc2)[Pd](P(c2ccccc2)(c2ccccc2)c2ccccc2)(P(c2ccccc2)(c2ccccc2)c2ccccc2)P(c2ccccc2)(c2ccccc2)c2ccccc2)cc1. Yields the product COC(=O)c1ccc2c(C3CCCCC3)c(-c3cccn3C(=O)OC(C)(C)C)[nH]c2c1. Reaction SMILES: [Br:1][c:2]1[nH:3][c:4]2[cH:5][c:6]([C:17](=[O:18])[O:19][CH3:20])[cH:7][cH:8][c:9]2[c:10]1[CH:11]1[CH2:12][CH2:13][CH2:14][CH2:15][CH2:16]1.[C:21]([CH3:22])([CH3:23])([CH3:24])[O:25][C:26](=[O:27])[n:28]1[c:29]([B:33]([OH:34])[OH:35])[cH:30][cH:31][cH:32]1.[CH2:44]([CH2:45][O:46][CH3:47])[O:48][CH3:49].[Cl-:43].[Li+:42].[Na+:36].[Na+:37].[O-:38][C:39](=[O:40])[O-:41].[OH2:50].[cH:51]1[cH:52][cH:53][c:54]([P:55]([Pd:56]([P:57]([c:58]2[cH:59][cH:60][cH:61][cH:62][cH:63]2)([c:64]2[cH:65][cH:66][cH:67][cH:68][cH:69]2)[c:70]2[cH:71][cH:72][cH:73][cH:74][cH:75]2)([P:76]([c:77]2[cH:78][cH:79][cH:80][cH:81][cH:82]2)([c:83]2[cH:84][cH:85][cH:86][cH:87][cH:88]2)[c:89]2[cH:90][cH:91][cH:92][cH:93][cH:94]2)[P:95]([c:96]2[cH:97][cH:98][cH:99][cH:100][cH:101]2)([c:102]2[cH:103][cH:104][cH:105][cH:106][cH:107]2)[c:108]2[cH:109][cH:110][cH:111][cH:112][cH:113]2)([c:114]2[cH:115][cH:116][cH:117][cH:118][cH:119]2)[c:120]2[cH:121][cH:122][cH:123][cH:124][cH:125]2)[cH:126][cH:127]1>>[c:2]1(-[c:29]2[n:28]([C:26]([O:25][C:21]([CH3:22])([CH3:23])[CH3:24])=[O:27])[cH:32][cH:31][cH:30]2)[nH:3][c:4]2[cH:5][c:6]([C:17](=[O:18])[O:19][CH3:20])[cH:7][cH:8][c:9]2[c:10]1[CH:11]1[CH2:12][CH2:13][CH2:14][CH2:15][CH2:16]1.